The task is: describe an organic reaction: reactants, conditions, products, and yield. This data is from the Open Reaction Database (ORD), a public repository of structured organic reaction records. Starting materials: CCOC(=O)CC(C)=O, [Cl-], CC(Oc1ccc(Oc2ccc(C(F)(F)F)cn2)cc1)C(=O)O, CC(Oc1ccc(Oc2ccc(C(F)(F)F)cn2)cc1)C(=O)O, [Na], O=S(Cl)Cl. Yields the product CCOC(=O)C(C(C)=O)C(=O)C(C)Oc1ccc(Oc2ccc(C(F)(F)F)cn2)cc1. As a reaction SMILES: [C:53]([CH2:54][C:55](=[O:56])[CH3:57])(=[O:58])[O:59][CH2:60][CH3:61].[Cl-:1].[F:25][C:26]([F:27])([F:28])[c:29]1[cH:30][cH:31][c:32]([O:33][c:34]2[cH:35][cH:36][c:37]([O:38][CH:39]([CH3:40])[C:41]([OH:42])=[O:43])[cH:44][cH:45]2)[n:46][cH:47]1.[F:2][C:3]([c:4]1[cH:5][cH:6][c:7]([O:10][c:11]2[cH:12][cH:13][c:14]([O:15][CH:16]([C:17](=[O:18])[OH:19])[CH3:20])[cH:21][cH:22]2)[n:8][cH:9]1)([F:23])[F:24].[Na:52].[S:48]([Cl:49])([Cl:50])=[O:51]>>[F:2][C:3]([c:4]1[cH:5][cH:6][c:7]([O:10][c:11]2[cH:12][cH:13][c:14]([O:15][CH:16]([C:17](=[O:18])[CH:54]([C:53](=[O:58])[O:59][CH2:60][CH3:61])[C:55](=[O:56])[CH3:57])[CH3:20])[cH:21][cH:22]2)[n:8][cH:9]1)([F:23])[F:24]. Reactants: NC1=CC=C(C=C1)SC1=C/C(/NC2=CC=CC=C12)=C/1\C(=NNC1=O)CCC ((Z)-4-(4-(4-aminophenylthio)quinolin-2(1H)-ylidene)-3-propyl-1H-pyrazol-5(4H)-one), C1(CC1)C(=O)Cl (cyclopropanecarboxylic acid chloride), C25H24N4O2S. The solvent is C1CCOC1 (THF). Product: O=C1\C(\C(=NN1)CCC)=C\1/NC2=CC=CC=C2C(=C1)SC1=CC=C(C=C1)NC(=O)C1CC1 ((Z)—N-(4-(2-(5-oxo-3-propyl-1H-pyrazol-4(5H)-ylidene)-1,2-dihydroquinolin-4-ylthio)phenyl)cyclopropanecarboxamide). RXN SMILES: [NH2:1][C:2]1[CH:7]=[CH:6][C:5]([S:8][C:9]2[C:18]3[C:13](=[CH:14][CH:15]=[CH:16][CH:17]=3)[NH:12]/[C:11](=[C:19]3/[C:20]([CH2:25][CH2:26][CH3:27])=[N:21][NH:22][C:23]/3=[O:24])/[CH:10]=2)=[CH:4][CH:3]=1.[CH:28]1([C:31](Cl)=[O:32])[CH2:30][CH2:29]1>C1COCC1>[O:24]=[C:23]1[NH:22][N:21]=[C:20]([CH2:25][CH2:26][CH3:27])/[C:19]/1=[C:11]1/[NH:12][C:13]2[C:18]([C:9]([S:8][C:5]3[CH:4]=[CH:3][C:2]([NH:1][C:31]([CH:28]4[CH2:30][CH2:29]4)=[O:32])=[CH:7][CH:6]=3)=[CH:10]/1)=[CH:17][CH:16]=[CH:15][CH:14]=2. Reported procedure: The title compound was synthesized using (Z)-4-(4-(4-aminophenylthio)quinolin-2(1H)-ylidene)-3-propyl-1H-pyrazol-5(4H)-one and cyclopropanecarboxylic acid chloride in THF according to the procedure described in the synthesis of Example 26. 1H NMR (400 MHz, DMSO-d6) δ ppm 0.70 (t, J=7.33 Hz, 3H) 0.82-0.88 (m, 4H) 1.27-1.37 (m, J=7.45, 7.45, 7.45, 7.45, 7.33 Hz, 2H) 1.83 (dq, J=6.32, 6.15 Hz, 1H) 2.23 (t, J=7.33 Hz, 2H) 6.75 (s, 1H) 7.62 (t, J=7.58 Hz, 1H) 7.68 (d, J=8.59 Hz, 2H) 7.88 (td, J=13.64... Reactants: CCOC(=O)C1CC(O)CN1C(=O)OCc1ccccc1, CCO, Cl. The product is CCOC(=O)C1CC(O)CN1, Cl. RXN SMILES: [CH2:1]([CH3:2])[O:3][C:4]([CH:5]1[N:6]([C:11]([O:12][CH2:13][c:14]2[cH:15][cH:16][cH:17][cH:18][cH:19]2)=[O:20])[CH2:7][CH:8]([OH:10])[CH2:9]1)=[O:21].[CH3:23][CH2:24][OH:25].[ClH:22]>>[CH2:1]([CH3:2])[O:3][C:4]([CH:5]1[NH:6][CH2:7][CH:8]([OH:10])[CH2:9]1)=[O:21].[ClH:22]. The reactants are [OH-].[Na+] (sodium hydroxide), C(C)OC(CCN1C2=C(CCC3=C1C=CC=C3)C=CC=C2)=O (3-(10,11-Dihydro-5H-dibenzo[b,f]azepin-5-yl)propionic acid ethyl ester), Cl (Hydrochloric acid). Conditions: time 3.5 hour. Product: C1=CC=CC=2N(C3=C(CCC21)C=CC=C3)CCC(=O)O (3-(10,11-dihydro-5H-dibenzo[b,f]azepin-5-yl)propionic acid). Procedure: 3-(10,11-Dihydro-5H-dibenzo[b,f]azepin-5-yl)propionic acid ethyl ester (1.41 g, 4.77 mmol) was dissolved in ethanol (30 mL) and a solution of sodium hydroxide (0.75 g, 18.8 mmol) in water (5 mL) was added. The mixture was stirred for 3.5 h. 1 N Hydrochloric acid (17 mL) was added and the mixture was extracted with DCM (2×25 mL). The combined organic extracts were washed with brine (50 mL), dried (MgSO4) and the solvent was evaporated to give 1.18 g (92%) of 3-(10,11-dihydro-5H-dibenzo[b,f]azepin... The yield is 92.5%. The solvent is O (water), C(C)O (ethanol). Reaction SMILES: C([O:3][C:4](=[O:22])[CH2:5][CH2:6][N:7]1[C:13]2[CH:14]=[CH:15][CH:16]=[CH:17][C:12]=2[CH2:11][CH2:10][C:9]2[CH:18]=[CH:19][CH:20]=[CH:21][C:8]1=2)C.[OH-].[Na+].Cl>C(O)C.O>[CH:17]1[C:12]2[CH2:11][CH2:10][C:9]3[CH:18]=[CH:19][CH:20]=[CH:21][C:8]=3[N:7]([CH2:6][CH2:5][C:4]([OH:22])=[O:3])[C:13]=2[CH:14]=[CH:15][CH:16]=1 |f:1.2|. The product is O\N=C\[C@]12[C@@H]([C@H]3CC[C@@H]4[C@]5(CC=C(C([C@@H]5CC[C@]4([C@@]3(CC1)C)C)(C)C)C1=CC=C(C(=O)OC(C)(C)C)C=C1)C)[C@@H](CC2)C(=C)C (tert-butyl 4-((1R,3aS,5aR,5bR,7aR,11aS,11bR,13aR,13bR)-3a-((E)-(hydroxyimino)methyl)-5a,5b,8,8,11a-pentamethyl-1-(prop-1-en-2-yl)-2,3,3a,4,5,5a,5b,6,7,7a,8,11,11a,11b,12,13,13a,13b-octadecahydro-1H-cyclopenta[a]chrysen-9-yl)benzoate). Run at time 8 hour. As a reaction SMILES: [CH:1]([C@:3]12[CH2:41][CH2:40][C@@H:39]([C:42]([CH3:44])=[CH2:43])[C@@H:4]1[C@@H:5]1[C@@:18]([CH3:21])([CH2:19][CH2:20]2)[C@@:17]2([CH3:22])[C@@H:8]([C@:9]3([CH3:38])[C@@H:14]([CH2:15][CH2:16]2)[C:13]([CH3:24])([CH3:23])[C:12]([C:25]2[CH:37]=[CH:36][C:28]([C:29]([O:31][C:32]([CH3:35])([CH3:34])[CH3:33])=[O:30])=[CH:27][CH:26]=2)=[CH:11][CH2:10]3)[CH2:7][CH2:6]1)=O.Cl.[NH2:46][OH:47].C(=O)([O-])[O-].[K+].[K+]>CCO>[OH:47]/[N:46]=[CH:1]/[C@:3]12[CH2:41][CH2:40][C@@H:39]([C:42]([CH3:44])=[CH2:43])[C@@H:4]1[C@@H:5]1[C@@:18]([CH3:21])([CH2:19][CH2:20]2)[C@@:17]2([CH3:22])[C@@H:8]([C@:9]3([CH3:38])[C@@H:14]([CH2:15][CH2:16]2)[C:13]([CH3:23])([CH3:24])[C:12]([C:25]2[CH:37]=[CH:36][C:28]([C:29]([O:31][C:32]([CH3:34])([CH3:33])[CH3:35])=[O:30])=[CH:27][CH:26]=2)=[CH:11][CH2:10]3)[CH2:7][CH2:6]1 |f:1.2,3.4.5|. Solvent: CCO (EtOH). Procedure: To a suspension of tert-butyl 4-((1R,3aS,5aR,5bR,7aR,11aS,11bR,13aR,13bR)-3a-formyl-5a,5b,8,8,11a-pentamethyl-1-(prop-1-en-2-yl)-2,3,3a,4,5,5a,5b,6,7,7a,8,11,11a,11b,12,13,13a,13b-octadecahydro-1H-cyclopenta[a]chrysen-9-yl)benzoate (200 mg, 0.334 mmol) in EtOH (20 mL) was added hydroxylamine hydrochloride (186 mg, 2.67 mmol) and potassium carbonate (369 mg, 2.67 mmol) and the mixture was stirred overnight at room temperature. LC/MS showed the mass of the expected product. The mixture was diluted... Starting materials: Cl.NO (hydroxylamine hydrochloride), C([O-])([O-])=O.[K+].[K+] (potassium carbonate), C(=O)[C@]12[C@@H]([C@H]3CC[C@@H]4[C@]5(CC=C(C([C@@H]5CC[C@]4([C@@]3(CC1)C)C)(C)C)C1=CC=C(C(=O)OC(C)(C)C)C=C1)C)[C@@H](CC2)C(=C)C (tert-butyl 4-((1R,3aS,5aR,5bR,7aR,11aS,11bR,13aR,13bR)-3a-formyl-5a,5b,8,8,11a-pentamethyl-1-(prop-1-en-2-yl)-2,3,3a,4,5,5a,5b,6,7,7a,8,11,11a,11b,12,13,13a,13b-octadecahydro-1H-cyclopenta[a]chrysen-9-yl)benzoate).